Task: describe an organic reaction: reactants, conditions, products, and yield. Dataset: the Open Reaction Database (ORD), a public repository of structured organic reaction records Reactants: [Na] (sodium), C(CCC)S (butylmercaptan), C(C)O (ethanol), ClC1CCCC1 (2-chlorocyclopentane), C(C)O (ethanol). Run at time 8 hour. Yields the product C(CCC)SC1C(CCC1)=O (2-Butylthiocyclopentanone). RXN SMILES: [Na].[CH2:2]([SH:6])[CH2:3][CH2:4][CH3:5].Cl[CH:8]1[CH2:12][CH2:11][CH2:10][CH2:9]1.C([OH:15])C>>[CH2:2]([S:6][CH:9]1[CH2:10][CH2:11][CH2:12][C:8]1=[O:15])[CH2:3][CH2:4][CH3:5] |^1:0|. Procedure details: Absolute ethanol (600 ml) was added with metal sodium (13.8 g) and butylmercaptan (64.8 g). A solution of 2-chlorocyclopentane (71.1 g) in absolute ethanol (600 ml) was added to the mixture and then was allowed to stand overnight at a low temperature. The ethanol was removed from the mixture, and the residue was dissolved in ether. The resulting solution was neutralized with aqueous acetic acid solution, the solvent was evaporated, and the resultant was then subjected to distillation, thereby gi... Starting materials: [Na] (sodium), C1(=CC=CC=C1)CN(CCCCN(CCCCCCCN(CCCCN(S(=O)(=O)C1=CC=C(C=C1)C)CC1=CC=CC=C1)C(C1=CC=CC=C1)=O)C(C1=CC=CC=C1)=O)S(=O)(=O)C1=CC=C(C=C1)C (1,19-bis[(phenyl)methyl]-1,19-bis[(4-methylphenyl)sulfonyl]-6,14-bis(benzoyl)-1,6,14,19-tetraazanonadecane), [NH4+] (ammonium), [Cl-].[NH4+] (ammonium chloride), [Na] (sodium), N (ammonia). Yields the product C1(=CC=CC=C1)CNCCCCN(CCCCCCCN(CCCCNCC1=CC=CC=C1)C(C1=CC=CC=C1)=O)C(C1=CC=CC=C1)=O (1,19-Bis[(phenyl)methyl]-6,14-bis(benzoyl)-1,6,14,19-tetraazanonadecane). Reaction SMILES: [C:1]1([CH2:7][N:8](S(C2C=CC(C)=CC=2)(=O)=O)[CH2:9][CH2:10][CH2:11][CH2:12][N:13]([C:52](=[O:59])[C:53]2[CH:58]=[CH:57][CH:56]=[CH:55][CH:54]=2)[CH2:14][CH2:15][CH2:16][CH2:17][CH2:18][CH2:19][CH2:20][N:21]([C:44](=[O:51])[C:45]2[CH:50]=[CH:49][CH:48]=[CH:47][CH:46]=2)[CH2:22][CH2:23][CH2:24][CH2:25][N:26]([CH2:37][C:38]2[CH:43]=[CH:42][CH:41]=[CH:40][CH:39]=2)S(C2C=CC(C)=CC=2)(=O)=O)[CH:6]=[CH:5][CH:4]=[CH:3][CH:2]=1.[NH4+].[Na].[Cl-].[NH4+].N>>[C:1]1([CH2:7][NH:8][CH2:9][CH2:10][CH2:11][CH2:12][N:13]([C:52](=[O:59])[C:53]2[CH:54]=[CH:55][CH:56]=[CH:57][CH:58]=2)[CH2:14][CH2:15][CH2:16][CH2:17][CH2:18][CH2:19][CH2:20][N:21]([C:44](=[O:51])[C:45]2[CH:50]=[CH:49][CH:48]=[CH:47][CH:46]=2)[CH2:22][CH2:23][CH2:24][CH2:25][NH:26][CH2:37][C:38]2[CH:39]=[CH:40][CH:41]=[CH:42][CH:43]=2)[CH:2]=[CH:3][CH:4]=[CH:5][CH:6]=1 |f:3.4,^1:70|. Procedure details: Mix 1,19-bis[(phenyl)methyl]-1,19-bis[(4-methylphenyl)sulfonyl]-6,14-bis(benzoyl)-1,6,14,19-tetraazanonadecane (4g, 4 mmol) in dry liquid ammonium (25 mL) at -40° C. Add small pieces of sodium until a permanent blue color remains. Discharge the excess sodium with saturated ammonium chloride. Allow the ammonia to evaporate spontaneously and partition the residue between ethyl acetate and water. Separate the organic phase, dry (MgSO4) and evaporate the solvent on vacuo. Purify by silica gel chroma... The reactants are NC1=C(C=CC=C1)C1=C(C=CC=C1)F (2-amino-2'-fluorobiphenyl), C(C1=CC=CC=C1)(=O)N=C=S (benzoylisothiocyanate). Run in ClCCl (dichloromethane). Product: C(C1=CC=CC=C1)(=O)NC(=S)NC1=C(C=CC=C1)C1=C(C=CC=C1)F (N-benzoyl-N'-(2'-fluoro-2-biphenylyl)thiourea). RXN SMILES: [NH2:1][C:2]1[CH:7]=[CH:6][CH:5]=[CH:4][C:3]=1[C:8]1[CH:13]=[CH:12][CH:11]=[CH:10][C:9]=1[F:14].[C:15]([N:23]=[C:24]=[S:25])(=[O:22])[C:16]1[CH:21]=[CH:20][CH:19]=[CH:18][CH:17]=1>ClCCl>[C:15]([NH:23][C:24]([NH:1][C:2]1[CH:7]=[CH:6][CH:5]=[CH:4][C:3]=1[C:8]1[CH:13]=[CH:12][CH:11]=[CH:10][C:9]=1[F:14])=[S:25])(=[O:22])[C:16]1[CH:21]=[CH:20][CH:19]=[CH:18][CH:17]=1. Procedure details: Reaction of 2-amino-2'-fluorobiphenyl (5 g) with benzoylisothiocyanate (4.4 g) in dichloromethane (120 ml) at ambient temperature for 8 hours gave N-benzoyl-N'-(2'-fluoro-2-biphenylyl)thiourea (m.p. 110°-111° C.). Reactants: C([O-])([O-])=O.[NH4+].[NH4+] (Ammonium carbonate), ClC=1C=C(C(=O)OC2SC(=C(NC2=O)C)C2=CC=NC=C2)C=CC1 (2-(3-chlorobenzoyloxy)-5-methyl-6-(4-pyridinyl)-2H-1,4-thiazin-3(4H)-one). Run in C(C)#N (acetonitrile). Conditions: time 3 day. The product is NC1SC(=C(NC1=O)C)C1=CC=NC=C1 (2-amino-5-methyl-6-(4-pyridinyl)-2H-1,4-thiazin-3(4H)-one). Isolated yield 40.8%. As a reaction SMILES: C(=O)([O-])[O-].[NH4+:5].[NH4+].ClC1C=C(C=CC=1)C(O[CH:14]1[C:19](=[O:20])[NH:18][C:17]([CH3:21])=[C:16]([C:22]2[CH:27]=[CH:26][N:25]=[CH:24][CH:23]=2)[S:15]1)=O>C(#N)C>[NH2:5][CH:14]1[C:19](=[O:20])[NH:18][C:17]([CH3:21])=[C:16]([C:22]2[CH:27]=[CH:26][N:25]=[CH:24][CH:23]=2)[S:15]1 |f:0.1.2|. Reported procedure: Ammonium carbonate (0.6 g) was added to a solution of 2-(3-chlorobenzoyloxy)-5-methyl-6-(4-pyridinyl)-2H-1,4-thiazin-3(4H)-one (0.4 g) in acetonitrile (20 ml). The mixture was stirred at ambient temperature for 3 days, was filtered and the filtrate was evaporated to dryness. The residue was chromatographed on silica gel (Wakogel C-200) column, using chloroform-methanol (=20:1) as an eluant to give the titled compound (0.1 g, yield 40.7%). RXN SMILES: C1CCN2C(=NCCC2)CC1.[C:12]1([C:18]2[C:22]3[CH:23]=[CH:24][CH:25]=[CH:26][C:21]=3[O:20][C:19]=2[CH:27](O)[CH3:28])[CH:17]=[CH:16][CH:15]=[CH:14][CH:13]=1.C1(P([N:44]=[N+:45]=[N-:46])(C2C=CC=CC=2)=O)C=CC=CC=1>C1COCC1>[N:44]([CH:27]([C:19]1[O:20][C:21]2[CH:26]=[CH:25][CH:24]=[CH:23][C:22]=2[C:18]=1[C:12]1[CH:17]=[CH:16][CH:15]=[CH:14][CH:13]=1)[CH3:28])=[N+:45]=[N-:46]. Procedure details: DBU (155 μL, 1.04 mmol) was added dropwise to a solution of 1-(3-phenylbenzofuran-2-yl)ethanol (206 mg, 0.864 mmol) and diphenyl phosphoryl azide (255 μL, 1.04 mmol) in anhydrous THF (7 mL) at 0° C. under a nitrogen atmosphere. After 30 min stirring at 0° C., the mixture was slowly warmed to RT and stirring was continued for 1.5 h. Additional diphenyl phosphoryl azide (255 μL, 1.04 mmol) and DBU (155 μL, 1.04 mmol) were added and stirring was continued for 18 h. Volatiles were removed under redu... Reactants: C1CCC2=NCCCN2CC1 (DBU), C1(=CC=CC=C1)C1=C(OC2=C1C=CC=C2)C(C)O (1-(3-phenylbenzofuran-2-yl)ethanol), C1(=CC=CC=C1)P(=O)(C1=CC=CC=C1)N=[N+]=[N-] (diphenyl phosphoryl azide), C1(=CC=CC=C1)P(=O)(C1=CC=CC=C1)N=[N+]=[N-] (diphenyl phosphoryl azide), C1CCC2=NCCCN2CC1 (DBU). Yield: 81.8%. Product: N(=[N+]=[N-])C(C)C=1OC2=C(C1C1=CC=CC=C1)C=CC=C2 (2-(1-Azidoethyl)-3-phenylbenzofuran). Reaction conditions: temperature 0 celsius, time 30 minute. Run in C1CCOC1 (THF). Procedure details: prepared by reaction of 5-isopropyl-pyridine-2-sulfonic acid (6-methoxy-pyridin-3-yl)-amide with tert-butyl bromoacetate RXN SMILES: [CH3:1][O:2][C:3]1[N:8]=[CH:7][C:6]([NH:9][S:10]([C:13]2[CH:18]=[CH:17][C:16]([CH:19]([CH3:21])[CH3:20])=[CH:15][N:14]=2)(=[O:12])=[O:11])=[CH:5][CH:4]=1.Br[CH2:23][C:24]([O:26]C(C)(C)C)=[O:25]>>[CH:19]([C:16]1[CH:17]=[CH:18][C:13]([S:10]([N:9]([CH2:23][C:24]([OH:26])=[O:25])[C:6]2[CH:7]=[N:8][C:3]([O:2][CH3:1])=[CH:4][CH:5]=2)(=[O:12])=[O:11])=[N:14][CH:15]=1)([CH3:21])[CH3:20]. Yields the product C(C)(C)C=1C=CC(=NC1)S(=O)(=O)N(C=1C=NC(=CC1)OC)CC(=O)O ([(5-Isopropyl-pyridine-2-sulfonyl)-(6-methoxy-pyridin-3-yl)-amino]-acetic acid). Reactants: COC1=CC=C(C=N1)NS(=O)(=O)C1=NC=C(C=C1)C(C)C (5-isopropyl-pyridine-2-sulfonic acid (6-methoxy-pyridin-3-yl)-amide), BrCC(=O)OC(C)(C)C (tert-butyl bromoacetate).